Dataset: the Open Reaction Database (ORD), a public repository of structured organic reaction records. Task: describe an organic reaction: reactants, conditions, products, and yield Starting materials: O=CC(O)C(O)C(O)C(O)CO, O=C1c2ccccc2Cc2ccccc21, CC(C)(C)c1ccc(O)c(-n2nc3ccccc3[n+]2[O-])c1, O=S(=O)(O)O, O=C1c2ccccc2-c2ccccc21. The product is CC(C)(C)c1ccc(O)c(-n2nc3ccccc3n2)c1. RXN SMILES: [O:15]=[CH:16][CH:17]([CH:18]([CH:19]([CH:20]([CH2:21][OH:22])[OH:23])[OH:24])[OH:25])[OH:26].[O:48]=[C:49]1[c:50]2[c:51]([cH:52][cH:53][cH:54][cH:55]2)[CH2:56][c:57]2[c:58]1[cH:59][cH:60][cH:61][cH:62]2.[OH:27][c:28]1[c:29](-[n:38]2[n:39][c:40]3[c:41]([n+:42]2[O-:43])[cH:44][cH:45][cH:46][cH:47]3)[cH:30][c:31]([C:34]([CH3:35])([CH3:36])[CH3:37])[cH:32][cH:33]1.[S:63](=[O:64])(=[O:65])([OH:66])[OH:67].[cH:1]1[c:2]2[c:11]([cH:12][cH:13][cH:14]1)-[c:6]1[c:5]([cH:10][cH:9][cH:8][cH:7]1)[C:3]2=[O:4]>>[OH:27][c:28]1[c:29](-[n:38]2[n:39][c:40]3[c:41]([n:42]2)[cH:44][cH:45][cH:46][cH:47]3)[cH:30][c:31]([C:34]([CH3:35])([CH3:36])[CH3:37])[cH:32][cH:33]1. Reactants: C1(NNC(C2=CC=CC=C12)=O)=O (2,3-Dihydrophthalazine-1,4-dione), Cl (hydrogen chloride), [O-]CC.[Na+] (sodium ethoxide), C(C=C)(=O)OCC (Ethyl acrylate). Solvent: C(C)O (ethanol), [OH-].[Na+] (sodium hydroxide). Run at time 8 hour. Yields the product C(=O)(O)CCN1C(C2=CC=CC=C2C(N1)=O)=O (2-(2'-carboxyethyl)-2,3-dihydrophthalazine-1,4-dione). Yield: 26.0%. As a reaction SMILES: [C:1]1(=[O:12])[C:10]2[C:5](=[CH:6][CH:7]=[CH:8][CH:9]=2)[C:4](=[O:11])[NH:3][NH:2]1.[O-]CC.[Na+].[C:17]([O:21]CC)(=[O:20])[CH:18]=[CH2:19].Cl>C(O)C.[OH-].[Na+]>[C:17]([CH2:18][CH2:19][N:3]1[NH:2][C:1](=[O:12])[C:10]2[C:5](=[CH:6][CH:7]=[CH:8][CH:9]=2)[C:4]1=[O:11])([OH:21])=[O:20] |f:1.2,6.7|. Procedure: 2,3-Dihydrophthalazine-1,4-dione(8.1 g; 0.05 mol) was suspended in 100 ml of absolute ethanol containing a catalytic amount of sodium ethoxide. Ethyl acrylate (5.0 g; 0.05 mol) was added to the suspension and the mixture was reacted under reflux for 42 hours. The hot reaction mixture was filtered and the solvent removed in vacuo. The product thus formed was dissolved in sodium hydroxide (0.07 M; 250 ml) and stirred overnight. The solution was acidified by the addition of hydrogen chloride result...